The task is: describe an organic reaction: reactants, conditions, products, and yield. This data is from the Open Reaction Database (ORD), a public repository of structured organic reaction records. Reactants: C(CCl)Cl (EDC), NC1=CC=C(C=N1)/C=C/C(=O)O ((E)-3-(6-amino-pyridin-3-yl)acrylic acid), C(CC)OC1=C(CCN)C=CC=C1OC ((2-propoxy-3-methoxy-benzyl)methylamine), C=1C=CC2=C(C1)N=NN2O.O (HOBt H2O), CCN(C(C)C)C(C)C (DIPEA), Cl (HCl). The solvent is O (water), CN(C)C=O (DMF), C(Cl)Cl (CH2Cl2). Run at time 18 hour. The product is Cl.NC1=CC=C(C=N1)/C=C/C(=O)N(C)CC1=C(C(=CC=C1)OC)OCCC ((E)-3-(6-Amino-pyridin-3-yl)-N-(2-propoxy-3-methoxy-benzyl)-N-methyl-acrylamide hydrochloride). Yield: 47.2%. Reaction SMILES: C(Cl)C[Cl:3].[NH2:5][C:6]1[N:11]=[CH:10][C:9](/[CH:12]=[CH:13]/[C:14]([OH:16])=O)=[CH:8][CH:7]=1.[CH2:17]([O:20][C:21]1[C:29]([O:30][CH3:31])=[CH:28][CH:27]=[CH:26][C:22]=1[CH2:23]CN)[CH2:18][CH3:19].C1C=CC2N(O)N=[N:38][C:36]=2C=1.O.CCN(C(C)C)C(C)C.Cl>CN(C=O)C.O.C(Cl)Cl>[ClH:3].[NH2:5][C:6]1[N:11]=[CH:10][C:9](/[CH:12]=[CH:13]/[C:14]([N:38]([CH2:23][C:22]2[CH:26]=[CH:27][CH:28]=[C:29]([O:30][CH3:31])[C:21]=2[O:20][CH2:17][CH2:18][CH3:19])[CH3:36])=[O:16])=[CH:8][CH:7]=1 |f:3.4,10.11|. Procedure: EDC (231 mg, 1.2 mmol) was added to a solution of (E)-3-(6-amino-pyridin-3-yl)acrylic acid (164 mg, 1.0 mmol), (2-propoxy-3-methoxy-benzyl)methylamine (230 mg, 1.1 mmol), HOBt H2O (149 mg, 1.1 mmol) and DIPEA (525 μL, 3.0 mmol) in dry DMF (10 mL). After 18 hr of stirring, the mixture was diluted with water (60 mL) and extracted with EtOAc (2×20 mL). The organic layer was washed with brine (2×30 mL), dried and evaporated. Flash chromatography (silica 1-3% MeOH in CH2Cl2) furnished pure free base ... Starting materials: CC(=O)O, COc1nc(N(Cc2ccccc2)Cc2ccccc2)ccc1C(F)(F)F, CO, [OH-], [OH-], [Pd+2]. Yields the product COc1nc(N)ccc1C(F)(F)F. RXN SMILES: [C:30]([OH:31])(=[O:32])[CH3:33].[CH2:1]([N:8]([CH2:2][c:3]1[cH:4][cH:5][cH:6][cH:7][cH:21]1)[c:9]1[n:10][c:11]([O:19][CH3:20])[c:12]([C:15]([F:16])([F:17])[F:18])[cH:13][cH:14]1)[c:22]1[cH:23][cH:24][cH:25][cH:26][cH:27]1.[CH3:28][OH:29].[OH-:34].[OH-:36].[Pd+2:35]>>[NH2:8][c:9]1[n:10][c:11]([O:19][CH3:20])[c:12]([C:15]([F:16])([F:17])[F:18])[cH:13][cH:14]1. The reactants are ClC=1C=C(C=CC1C#N)N1N=C2C3=C(CCC2C1C1CCCC1)C=C(C=C3)C(=O)O ((±)-(3SR,3aRS)-2-(3-chloro-4-cyanophenyl)-3-cyclopentyl-3,3a,4,5-tetrahydro-2H-benzo[g]indazole-7-carboxylic acid), C(CCCCCC)O (1-heptanol). Yields the product ClC=1C=C(C=CC1C#N)N1N=C2C3=C(CCC2C1C1CCCC1)C=C(C=C3)C(=O)OCCCCCCC ((±)-(3SR,3aRS)-heptyl 2-(3-chloro-4-cyanophenyl)-3-cyclopentyl-3,3a,4,5-tetrahydro-2H-benzo[g]indazole-7-carboxylate). Reaction SMILES: [Cl:1][C:2]1[CH:3]=[C:4]([N:10]2[CH:18]([CH:19]3[CH2:23][CH2:22][CH2:21][CH2:20]3)[CH:17]3[C:12]([C:13]4[CH:27]=[CH:26][C:25]([C:28]([OH:30])=[O:29])=[CH:24][C:14]=4[CH2:15][CH2:16]3)=[N:11]2)[CH:5]=[CH:6][C:7]=1[C:8]#[N:9].[CH2:31](O)[CH2:32][CH2:33][CH2:34][CH2:35][CH2:36][CH3:37]>>[Cl:1][C:2]1[CH:3]=[C:4]([N:10]2[CH:18]([CH:19]3[CH2:20][CH2:21][CH2:22][CH2:23]3)[CH:17]3[C:12]([C:13]4[CH:27]=[CH:26][C:25]([C:28]([O:30][CH2:31][CH2:32][CH2:33][CH2:34][CH2:35][CH2:36][CH3:37])=[O:29])=[CH:24][C:14]=4[CH2:15][CH2:16]3)=[N:11]2)[CH:5]=[CH:6][C:7]=1[C:8]#[N:9]. Procedure details: The title compound was prepared from (±)-(3SR,3aRS)-2-(3-chloro-4-cyanophenyl)-3-cyclopentyl-3,3a,4,5-tetrahydro-2H-benzo[g]indazole-7-carboxylic acid, Example 15 and 1-heptanol according to Method E. 1H NMR (400 MHz, DMSO-d6) δ ppm 0.86 (t, J=6.98 Hz, 3H), 1.11-1.56 (m, 15H), 1.67-1.75 (m, 3H), 1.83 (ddd, J=25.98, 12.82, 3.89 Hz, 1H), 2.01-2.12 (m, 1H), 2.20-2.27 (m, 1H), 2.85-2.96 (m, 1H), 3.07-3.15 (m, 1H), 3.62 (ddd, J=13.76, 9.33, 4.56 Hz, 1H), 4.28 (t, J=6.58 Hz, 2H), 4.97 (dd, J=9.40, 5.6... Isolated yield 80.2%. RXN SMILES: [Cl:1][C:2]1[CH:9]=[C:8]([OH:10])[CH:7]=[CH:6][C:3]=1[CH:4]=[O:5].Br[CH2:12][CH:13]1[CH2:15][CH2:14]1.C(=O)([O-])[O-].[K+].[K+]>CN(C=O)C.O>[Cl:1][C:2]1[CH:9]=[C:8]([O:10][CH2:12][CH:13]2[CH2:15][CH2:14]2)[CH:7]=[CH:6][C:3]=1[CH:4]=[O:5] |f:2.3.4|. Product: ClC1=C(C=O)C=CC(=C1)OCC1CC1 (2-chloro-4-(cyclopropylmethoxy)benzaldehyde). Reaction conditions: temperature 50 celsius. The reactants are ClC1=C(C=O)C=CC(=C1)O (2-chloro-4-hydroxybenzaldehyde), BrCC1CC1 (bromomethylcyclopropane), C([O-])([O-])=O.[K+].[K+] (potassium carbonate). Procedure: A solution of 2-chloro-4-hydroxybenzaldehyde (1.00 g, 6.39 mmol), bromomethylcyclopropane (0.93 mL, 9.58 mmol) and potassium carbonate (1.77 g, 12.8 mmol) in DMF (8 mL) was stirred under heating at 50° C. for 1 day. The reaction mixture was diluted with water, and the mixture was extracted with ethyl acetate. The extract was washed with saturated brine, and dried over anhydrous sodium sulfate. The solvent was evaporated under reduced pressure, and the obtained residue was purified by silica gel ... The solvent is CN(C)C=O (DMF), O (water). Starting materials: ClC1=C2C(=NC=C1)C=C(S2)C=2N(C=CN2)C (7-chloro-2-(1-methyl-1H-imidazol-2-yl)thieno[3,2-b]pyridine), C(CC)NC(=O)C1=C(N(C2=CC(=CC=C12)O)C)C (6-hydroxy-1,2-dimethyl-1H-indole-3-carboxylic acid propylamide), C(=O)([O-])[O-].[Cs+].[Cs+] (Cs2CO3). Product: C(CC)NC(=O)C1=C(N(C2=CC(=CC=C12)OC1=C2C(=NC=C1)C=C(S2)C=2N(C=CN2)C)C)C (1,2-Dimethyl-6-[2-(1-methyl-1H-imidazol-2-yl)thieno[3,2-b]pyridin-7-yloxy]-1H-indole-3-carboxylic acid propylamide). As a reaction SMILES: Cl[C:2]1[CH:7]=[CH:6][N:5]=[C:4]2[CH:8]=[C:9]([C:11]3[N:12]([CH3:16])[CH:13]=[CH:14][N:15]=3)[S:10][C:3]=12.[CH2:17]([NH:20][C:21]([C:23]1[C:31]2[C:26](=[CH:27][C:28]([OH:32])=[CH:29][CH:30]=2)[N:25]([CH3:33])[C:24]=1[CH3:34])=[O:22])[CH2:18][CH3:19].C([O-])([O-])=O.[Cs+].[Cs+]>>[CH2:17]([NH:20][C:21]([C:23]1[C:31]2[C:26](=[CH:27][C:28]([O:32][C:2]3[CH:7]=[CH:6][N:5]=[C:4]4[CH:8]=[C:9]([C:11]5[N:12]([CH3:16])[CH:13]=[CH:14][N:15]=5)[S:10][C:3]=34)=[CH:29][CH:30]=2)[N:25]([CH3:33])[C:24]=1[CH3:34])=[O:22])[CH2:18][CH3:19] |f:2.3.4|. Reported procedure: This material was prepared from 7-chloro-2-(1-methyl-1H-imidazol-2-yl)thieno[3,2-b]pyridine 1e with 6-hydroxy-1,2-dimethyl1H-indole-3-carboxylic acid propylamide 58b and Cs2CO3 in a manner as previously described for example 1. 1H NMR (300 MHz, CDCl3) δ8.42 (1H, d, J=5.5 Hz), 7.82 (1H, d, J=8.7 Hz), 7.76 (1H, s), 7.37 (1H, d, J=1.8 Hz), 7.30 (1H, s), 7.08 (1H, s), 7.03 (1H, dd, J=1.8, 8.7 Hz), 6.65 (1H, d, J=5.5 Hz), 4.01 (3H, s), 3.70 (3H, s), 3.39 (2H, m), 2.64 (3H, s), 1.70 (2H, m), 1.03 (3H,... Starting materials: CCOC(CN)OCC, c1ccncc1, O=C(Nc1ccc(-n2cncn2)cc1)Oc1ccccc1. Product: CCOC(CNC(=O)Nc1ccc(-n2cncn2)cc1)OCC. As a reaction SMILES: [CH2:22]([CH3:23])[O:24][CH:25]([CH2:26][NH2:27])[O:28][CH2:29][CH3:30].[cH:31]1[cH:32][cH:33][n:34][cH:35][cH:36]1.[n:1]1(-[c:6]2[cH:7][cH:8][c:9]([NH:12][C:13]([O:14][c:15]3[cH:16][cH:17][cH:18][cH:19][cH:20]3)=[O:21])[cH:10][cH:11]2)[n:2][cH:3][n:4][cH:5]1>>[n:1]1(-[c:6]2[cH:7][cH:8][c:9]([NH:12][C:13](=[O:21])[NH:27][CH2:26][CH:25]([O:24][CH2:22][CH3:23])[O:28][CH2:29][CH3:30])[cH:10][cH:11]2)[n:2][cH:3][n:4][cH:5]1. Starting materials: ClC=1N=NC(=CC1N1CCC(CC1)CCO)Cl (2-[1-(3,6-dichloro-pyridazin-4-yl)-piperidin-4-yl]-ethanol), OC1=CC=C(C#N)C=C1 (p-hydroxybenzonitrile), C1(=CC=CC=C1)P(C1=CC=CC=C1)C1=CC=CC=C1 (triphenylphosphine), N(=NC(=O)OCC)C(=O)OCC (diethyl azodiformate). Run in O1CCCC1 (tetrahydrofuran), O1CCCC1 (tetrahydrofuran). Conditions: time 8 hour. Product: ClC=1N=NC(=CC1N1CCC(CC1)CCOC1=CC=C(C#N)C=C1)Cl (4-{2-[1-(3,6-dichloro-pyridazin-4-yl)-piperidin-4-yl]-ethoxy}-benzonitrile). Isolated yield 34.5%. As a reaction SMILES: [Cl:1][C:2]1[N:3]=[N:4][C:5]([Cl:17])=[CH:6][C:7]=1[N:8]1[CH2:13][CH2:12][CH:11]([CH2:14][CH2:15][OH:16])[CH2:10][CH2:9]1.O[C:19]1[CH:26]=[CH:25][C:22]([C:23]#[N:24])=[CH:21][CH:20]=1.C1(P(C2C=CC=CC=2)C2C=CC=CC=2)C=CC=CC=1.N(C(OCC)=O)=NC(OCC)=O>O1CCCC1>[Cl:1][C:2]1[N:3]=[N:4][C:5]([Cl:17])=[CH:6][C:7]=1[N:8]1[CH2:13][CH2:12][CH:11]([CH2:14][CH2:15][O:16][C:19]2[CH:26]=[CH:25][C:22]([C:23]#[N:24])=[CH:21][CH:20]=2)[CH2:10][CH2:9]1. Reported procedure: To a 50 mL dry three-necked flask, 0.554 g (0.002 mol) of self-made 2-[1-(3,6-dichloro-pyridazin-4-yl)-piperidin-4-yl]-ethanol, 0.20 g (0.002 mol) of p-hydroxybenzonitrile, 0.612 g of triphenylphosphine were added, 15 mL of anhydrous tetrahydrofuran was added under conditions of ice bath and nitrogen gas protection, then 0.35 mL of diethyl azodiformate (DEAD) dissolved in 5 mL of anhydrous tetrahydrofuran, was added dropwise into the flask. After the dropwise addition, the temperature was elevat... The reactants are COC(=O)SSCC(=O)NC(CC(=O)O)C(=O)O, CO, OCCS. Yields the product O=C(O)CC(NC(=O)CSSCCO)C(=O)O. Reaction SMILES: [CH3:1][O:2][C:3](=[O:4])[S:5][S:6][CH2:7][C:8](=[O:9])[NH:10][CH:11]([C:12](=[O:13])[OH:14])[CH2:15][C:16](=[O:17])[OH:18].[CH3:23][OH:24].[OH:19][CH2:20][CH2:21][SH:22]>>[CH2:3]([S:5][S:6][CH2:7][C:8](=[O:9])[NH:10][CH:11]([C:12](=[O:13])[OH:14])[CH2:15][C:16](=[O:17])[OH:18])[CH2:20][OH:19]. The reactants are C(C)(C)(C)OC(=O)N1CC(C1)C1=CC2=C(C=3N=C(SC3CCO2)C=2N(N=C(N2)C)C(C)C)C=C1 (3-[2-(2-Isopropyl-5-methyl-2H-[1,2,4]triazol-3-yl)-4,5-dihydro-6-oxa-3-thia-1-aza-benzo[e]azulen-8-yl]-azetidine-1-carboxylic acid tert-butyl ester), FC(C(=O)O)(F)F (trifluoroacetic acid), O (Water), C(C)(=O)OCC (ethyl acetate). The solvent is C(Cl)Cl (methylene chloride). Conditions: time 1 hour. Product: N1CC(C1)C1=CC2=C(C=3N=C(SC3CCO2)C=2N(N=C(N2)C)C(C)C)C=C1 (8-azetidin-3-yl-2-(2-isopropyl-5-methyl-2H-[1,2,4]triazol-3-yl)-4,5-dihydro-6-oxa-3-thia-1-aza-benzo[e]azulene). The yield is 68.0%. RXN SMILES: C(OC([N:8]1[CH2:11][CH:10]([C:12]2[CH:34]=[CH:33][C:15]3[C:16]4[N:17]=[C:18]([C:24]5[N:25]([CH:30]([CH3:32])[CH3:31])[N:26]=[C:27]([CH3:29])[N:28]=5)[S:19][C:20]=4[CH2:21][CH2:22][O:23][C:14]=3[CH:13]=2)[CH2:9]1)=O)(C)(C)C.FC(F)(F)C(O)=O.O.C(OCC)(=O)C>C(Cl)Cl>[NH:8]1[CH2:11][CH:10]([C:12]2[CH:34]=[CH:33][C:15]3[C:16]4[N:17]=[C:18]([C:24]5[N:25]([CH:30]([CH3:32])[CH3:31])[N:26]=[C:27]([CH3:29])[N:28]=5)[S:19][C:20]=4[CH2:21][CH2:22][O:23][C:14]=3[CH:13]=2)[CH2:9]1. Procedure details: To a solution of 3-[2-(2-Isopropyl-5-methyl-2H-[1,2,4]triazol-3-yl)-4,5-dihydro-6-oxa-3-thia-1-aza-benzo[e]azulen-8-yl]-azetidine-1-carboxylic acid tert-butyl ester (4.11 g, 0.01234 mol) in methylene chloride (42 mL) was added trifluoroacetic acid (20 mL) dropwise. The reaction was stirred at room temperature for 1 hour. Water and ethyl acetate were added and the mixture was extracted with 1N HCl. The aqueous phase was basified to pH 13 with 1N NaOH. The aqueous phase was filtered and rinsed wit... Starting materials: CCc1ccccc1CC, CCCCCC, [K+], [OH-], O, CC(=O)N(c1ccc(-c2ccc(-c3ccc(N(c4ccccc4)c4cccc5ccccc45)cc3)cc2)cc1)c1ccc(-c2ccc(-c3ccc(N(c4ccccc4)c4cccc5ccccc45)cc3)cc2)cc1. Product: c1ccc(N(c2ccc(-c3ccc(-c4ccc(Nc5ccc(-c6ccc(-c7ccc(N(c8ccccc8)c8cccc9ccccc89)cc7)cc6)cc5)cc4)cc3)cc2)c2cccc3ccccc23)cc1. RXN SMILES: [CH2:77]([c:78]1[cH:79][cH:80][cH:81][cH:82][c:83]1[CH2:84][CH3:85])[CH3:86].[CH3:88][CH2:89][CH2:90][CH2:91][CH2:92][CH3:93].[K+:76].[OH-:75].[OH2:87].[c:1]1([N:7]([c:8]2[cH:9][cH:10][c:11](-[c:14]3[cH:15][cH:16][c:17](-[c:20]4[cH:21][cH:22][c:23]([N:26]([C:27](=[O:28])[CH3:29])[c:30]5[cH:31][cH:32][c:33](-[c:36]6[cH:37][cH:38][c:39](-[c:42]7[cH:43][cH:44][c:45]([N:48]([c:49]8[cH:50][cH:51][cH:52][cH:53][cH:54]8)[c:55]8[cH:56][cH:57][cH:58][c:59]9[cH:60][cH:61][cH:62][cH:63][c:64]89)[cH:46][cH:47]7)[cH:40][cH:41]6)[cH:34][cH:35]5)[cH:24][cH:25]4)[cH:18][cH:19]3)[cH:12][cH:13]2)[c:65]2[cH:66][cH:67][cH:68][c:69]3[cH:70][cH:71][cH:72][cH:73][c:74]23)[cH:2][cH:3][cH:4][cH:5][cH:6]1>>[c:1]1([N:7]([c:8]2[cH:9][cH:10][c:11](-[c:14]3[cH:15][cH:16][c:17](-[c:20]4[cH:21][cH:22][c:23]([NH:26][c:30]5[cH:31][cH:32][c:33](-[c:36]6[cH:37][cH:38][c:39](-[c:42]7[cH:43][cH:44][c:45]([N:48]([c:49]8[cH:50][cH:51][cH:52][cH:53][cH:54]8)[c:55]8[cH:56][cH:57][cH:58][c:59]9[cH:60][cH:61][cH:62][cH:63][c:64]89)[cH:46][cH:47]7)[cH:40][cH:41]6)[cH:34][cH:35]5)[cH:24][cH:25]4)[cH:18][cH:19]3)[cH:12][cH:13]2)[c:65]2[cH:66][cH:67][cH:68][c:69]3[cH:70][cH:71][cH:72][cH:73][c:74]23)[cH:2][cH:3][cH:4][cH:5][cH:6]1.